From a dataset of the Open Reaction Database (ORD), a public repository of structured organic reaction records. describe an organic reaction: reactants, conditions, products, and yield Starting materials: N(=O)[O-].[Na+] (sodium nitrite), [H-].[Al+3].[Li+].[H-].[H-].[H-] (lithium aluminum hydride), CN1CCNC2=C(CC1)C=CC=C2 (4-methyl-1,2,3,4,5,6-hexahydro-benzo[e][1,4]diazocine), C([O-])(O)=O.[Na+] (sodium bicarbonate). Solvent: O (water), C1CCOC1 (THF), Cl (hydrochloric acid). Conditions: temperature 0 celsius, time 1 hour. Yields the product CN1CCN(C2=C(CC1)C=CC=C2)N (4-Methyl-3,4,5,6-tetrahydro-2H-benzo[e][1,4]diazocin-1-ylamine). The yield is 107.6%. Reaction SMILES: [CH3:1][N:2]1[CH2:9][CH2:8][C:7]2[CH:10]=[CH:11][CH:12]=[CH:13][C:6]=2[NH:5][CH2:4][CH2:3]1.[N:14]([O-])=O.[Na+].C(=O)(O)[O-].[Na+].[H-].[Al+3].[Li+].[H-].[H-].[H-]>Cl.O.C1COCC1>[CH3:1][N:2]1[CH2:9][CH2:8][C:7]2[CH:10]=[CH:11][CH:12]=[CH:13][C:6]=2[N:5]([NH2:14])[CH2:4][CH2:3]1 |f:1.2,3.4,5.6.7.8.9.10|. Reported procedure: To a solution of 4-methyl-1,2,3,4,5,6-hexahydro-benzo[e][1,4]diazocine (1.2 g, 6.8 mmole) in hydrochloric acid (2 N, 30 mL) cooled to 0° C. was added sodium nitrite (0.9 g, 13 mmole) in water (5 mL). The mixture was stirred for 1 hour at 0° C. and then neutralized with solid sodium bicarbonate and extracted with ethyl acetate (3×100 mL). The combined organic layers were washed with saturated aqueous sodium chloride (200 mL), dried and concentrated to a light brown oil. This oil was redissolved i... The reactants are C1=CC=C(C=C1)P(C2=CC=CC=C2)C3=CC=CC=C3 (PPh3), N1C=NC=C1 (imidazole), II (I2), C(C)OC1=C(C=CC=C1)CCO (2-(2-ethoxyphenyl)ethan-1-ol). The solvent is ClCCl (dichloromethane). Run at temperature 0 celsius, time 8 hour. Yields the product C(C)OC1=C(C=CC=C1)CCI (1-ethoxy-2-(2-iodoethyl)benzene). Yield: 60.7%. As a reaction SMILES: [CH2:1]([O:3][C:4]1[CH:9]=[CH:8][CH:7]=[CH:6][C:5]=1[CH2:10][CH2:11]O)[CH3:2].C1C=CC(P(C2C=CC=CC=2)C2C=CC=CC=2)=CC=1.N1C=CN=C1.[I:37]I>ClCCl>[CH2:1]([O:3][C:4]1[CH:9]=[CH:8][CH:7]=[CH:6][C:5]=1[CH2:10][CH2:11][I:37])[CH3:2]. Reported procedure: Into a 50-mL round-bottom flask was placed dichloromethane (20 mL) and 2-(2-ethoxyphenyl)ethan-1-ol (1.33 g, 8.00 mmol, 1.00 equiv). The solution was cooled to 0° C. in a water/ice bath. Then PPh3 (2.72 g, 10.37 mmol, 1.30 equiv), imidazole (707 mg, 10.40 mmol, 1.30 equiv) and I2 (2.44 g, 9.61 mmol, 1.20 equiv) were added. The resulting solution was stirred at room temperature overnight. The reaction was then quenched by the addition of 50 mL of NaHSO3 (aq.). The organic layer was separated and ... The yield is 43.3%. The product is C1(CC1)C1=CC2=CN(N=C2C=C1[N+](=O)[O-])C1=NC=C(C=C1)C (5-Cyclopropyl-2-(5-methylpyridin-2-yl)-6-nitro-2H-indazole). Conditions: temperature 100 celsius. The solvent is CCO (EtOH), C(Cl)Cl (DCM). Procedure: To a stirred solution of (iv) (50 mg, 0.212 mmol) in EtOH (750 mL) was added 5-methylpyridin-2-amine (25 mg, 0.23 mmol) and the resultant solution stirred at RT for 2 d, after which time a solid precipitated from solution. Triphenylphosphine (167 mg, 0.64 mmol) was added in a single portion and the reaction then heated at 100° C. in a sealed tube for 4 h. Upon cooling to RT, the reaction mixture was diluted with DCM (2 mL) and the organics were washed with aq. 30% hydrogen peroxide solution (2 m... Reactants: C1(CC1)C=1C(=CC(=C(C=O)C1)[N+](=O)[O-])[N+](=O)[O-] (5-Cyclopropyl-2,4-dinitrobenzaldehyde), CC=1C=CC(=NC1)N (5-methylpyridin-2-amine), C1(=CC=CC=C1)P(C1=CC=CC=C1)C1=CC=CC=C1 (Triphenylphosphine), resultant solution. As a reaction SMILES: [CH:1]1([C:4]2[C:5]([N+:15]([O-:17])=[O:16])=[CH:6][C:7]([N+:12]([O-])=O)=[C:8]([CH:11]=2)[CH:9]=O)[CH2:3][CH2:2]1.[CH3:18][C:19]1[CH:20]=[CH:21][C:22]([NH2:25])=[N:23][CH:24]=1.C1(P(C2C=CC=CC=2)C2C=CC=CC=2)C=CC=CC=1>CCO.C(Cl)Cl>[CH:1]1([C:4]2[C:5]([N+:15]([O-:17])=[O:16])=[CH:6][C:7]3[C:8](=[CH:9][N:25]([C:22]4[CH:21]=[CH:20][C:19]([CH3:18])=[CH:24][N:23]=4)[N:12]=3)[CH:11]=2)[CH2:3][CH2:2]1. Starting materials: CCN1c2ccccc2C=C(C#N)c2ccccc21, CCO. Product: CCN1c2ccccc2CC(C#N)c2ccccc21. RXN SMILES: [CH2:1]([CH3:2])[N:3]1[c:4]2[c:5]([cH:16][cH:17][cH:18][cH:19]2)[CH:6]=[C:7]([C:14]#[N:15])[c:8]2[c:9]1[cH:10][cH:11][cH:12][cH:13]2.[CH3:20][CH2:21][OH:22]>>[CH2:1]([CH3:2])[N:3]1[c:4]2[c:5]([cH:16][cH:17][cH:18][cH:19]2)[CH2:6][CH:7]([C:14]#[N:15])[c:8]2[c:9]1[cH:10][cH:11][cH:12][cH:13]2. Starting materials: O=C([O-])[O-], CCOC(=O)c1ccc(Cl)nc1, [Cs+], [Cs+], Oc1ccc(F)cc1, CN(C)C=O. Yields the product CCOC(=O)c1ccc(Oc2ccc(F)cc2)nc1. RXN SMILES: [C:21](=[O:22])([O-:23])[O-:24].[Cl:1][c:2]1[n:3][cH:4][c:5]([C:6](=[O:7])[O:8][CH2:9][CH3:10])[cH:11][cH:12]1.[Cs+:25].[Cs+:26].[F:13][c:14]1[cH:15][cH:16][c:17]([OH:20])[cH:18][cH:19]1.[O:27]=[CH:28][N:29]([CH3:30])[CH3:31]>>[c:2]1([O:20][c:17]2[cH:16][cH:15][c:14]([F:13])[cH:19][cH:18]2)[n:3][cH:4][c:5]([C:6](=[O:7])[O:8][CH2:9][CH3:10])[cH:11][cH:12]1. Reactants: C(C)(=O)OC(C)(C)C (tert-butyl acetate), [Li+].CC(C)[N-]C(C)C (LDA), C(CC(O)(C(=O)O)CC(=O)O)(=O)O (citric acid), C(C1=CC=CC=C1)OC([C@@H](N(CC1=CC=CC=C1)CC1=CC=CC=C1)CC1=CC=CC=C1)=O (N,N-dibenzyl-L-phenylalanine benzyl ester). Run in C1CCOC1 (THF), CCCCCCC (heptane), C1CCOC1 (THF), C(C)C1=CC=CC=C1 (ethyl benzene), C1CCOC1 (THF), O (water), C1CCOC1 (THF). Reaction conditions: temperature -53 celsius, time 1 hour. Yields the product C(C)(C)(C)OC(CC([C@H](CC1=CC=CC=C1)N(CC1=CC=CC=C1)CC1=CC=CC=C1)=O)=O ((4S)-4-(N,N-dibenzylamino)-4-benzyl-3-oxobutanoic acid tert-butyl ester). Yield: 91.3%. Reaction SMILES: [Li+].CC([N-]C(C)C)C.[C:9]([O:12][C:13]([CH3:16])([CH3:15])[CH3:14])(=[O:11])[CH3:10].C([O:24][C:25](=O)[C@H:26]([CH2:42][C:43]1[CH:48]=[CH:47][CH:46]=[CH:45][CH:44]=1)[N:27]([CH2:35][C:36]1[CH:41]=[CH:40][CH:39]=[CH:38][CH:37]=1)[CH2:28][C:29]1[CH:34]=[CH:33][CH:32]=[CH:31][CH:30]=1)C1C=CC=CC=1.C(O)(=O)CC(CC(O)=O)(C(O)=O)O>CCCCCCC.C1COCC1.C(C1C=CC=CC=1)C.O>[C:13]([O:12][C:9](=[O:11])[CH2:10][C:25](=[O:24])[C@@H:26]([N:27]([CH2:28][C:29]1[CH:30]=[CH:31][CH:32]=[CH:33][CH:34]=1)[CH2:35][C:36]1[CH:37]=[CH:38][CH:39]=[CH:40][CH:41]=1)[CH2:42][C:43]1[CH:48]=[CH:47][CH:46]=[CH:45][CH:44]=1)([CH3:16])([CH3:15])[CH3:14] |f:0.1|. Reported procedure: A solution (2.0M) (24 ml, 48 mmol) of LDA in heptane, THF and ethyl benzene was dissolved in 64 ml of anhydrous THF, and the mixed solution was cooled to −53° C. in an argon atmosphere. To this solution was added dropwise a solution of 5.8 g (50 mmols) of tert-butyl acetate in 12 ml of THF for approximately 15 minutes, while maintaining the temperature of from −45° C. to −50° C. After the completion of the dropwise addition, the mixture was stirred at −53° C. for 1 hour. Subsequently, a solution... Reactants: C1CCOC1, CCCCc1cc(CN2C(=O)c3ccccc3C2=O)no1, CCO, NN, O. Product: CCCCc1cc(CN)no1. RXN SMILES: [CH2:28]1[O:29][CH2:30][CH2:31][CH2:32]1.[CH2:4]([CH2:5][CH2:6][CH3:7])[c:8]1[cH:9][c:10]([CH2:13][N:14]2[C:15](=[O:16])[c:17]3[c:18]([cH:19][cH:20][cH:21][cH:22]3)[C:23]2=[O:24])[n:11][o:12]1.[CH3:25][CH2:26][OH:27].[NH2:2][NH2:3].[OH2:1]>>[CH2:4]([CH2:5][CH2:6][CH3:7])[c:8]1[cH:9][c:10]([CH2:13][NH2:14])[n:11][o:12]1. The reactants are CC(C[C@H]1C(CC(N1)=O)=O)C ((S)-5-(2-methylpropyl)-2,4-pyrrolidinedione), [H][H] (hydrogen). Procedure: A solution of 5 g of (S)-5-(2-methylpropyl)-2,4-pyrrolidinedione in 250 ml of ethanol is treated with 2 g of Raney nickel (washed to neutral) and exposed to hydrogen gas at 50 pounds per square inch (psi). After 5 hours, hydrogen uptake ceases, the catalyst is filtered and the filtrate evaporated to a gum. The gum is taken up in chloroform and the chloroform is evaporated. The resulting gum is dissolved in chloroform, filtered through a 250 ml bed of silica gel in chloroform and eluted with chlo... Run in C(C)O (ethanol). Yields the product O[C@H]1CC(N[C@H]1CC(C)C)=O ((4S-cis)-4-hydroxy-5-(2-methylpropyl)-2-pyrrolidinone). RXN SMILES: [CH3:1][CH:2]([CH3:11])[CH2:3][C@@H:4]1[NH:8][C:7](=[O:9])[CH2:6][C:5]1=[O:10].[H][H]>C(O)C.[Ni]>[OH:10][C@@H:5]1[C@H:4]([CH2:3][CH:2]([CH3:1])[CH3:11])[NH:8][C:7](=[O:9])[CH2:6]1. Reaction conditions: time 5 hour. Isolated yield 63.2%. The reagents and catalysts are [Ni] (Raney nickel).